This data is from the Open Reaction Database (ORD), a public repository of structured organic reaction records. The task is: describe an organic reaction: reactants, conditions, products, and yield Starting materials: [N+](=O)([O-])C1=CC=C(C=C1)C=CC1=CC=C(C=C1)[N+](=O)[O-] (4,4'-dinitrostilbene), Cl (hydrochloric acid). The reagents and catalysts are [Fe] (iron), [Fe] (iron). The solvent is C(C)O (ethanol), C(C)O (ethanol), O (water). Conditions: temperature 60 celsius. Yields the product NC1=CC=C(C=C1)C=CC1=CC=C(C=C1)N (4,4'-Diaminostilbene). Reaction SMILES: [N+:1]([C:4]1[CH:9]=[CH:8][C:7]([CH:10]=[CH:11][C:12]2[CH:17]=[CH:16][C:15]([N+:18]([O-])=O)=[CH:14][CH:13]=2)=[CH:6][CH:5]=1)([O-])=O.Cl>C(O)C.O.[Fe]>[NH2:1][C:4]1[CH:5]=[CH:6][C:7]([CH:10]=[CH:11][C:12]2[CH:13]=[CH:14][C:15]([NH2:18])=[CH:16][CH:17]=2)=[CH:8][CH:9]=1. Reported procedure: A portion (20.27 grams, 0.075 mole) of 4,4'-dinitrostilbene from A above, concentrated hydrochloric acid (150 milliliters) and ethanol (300 milliliters) are added to a beaker and heated to provide a 60° C. stirred solution. Over the next eight hour period, 325 mesh powdered iron is added to the reaction mixture in aliquots until a total of 33-51 grams (0.60 mole) has been added. After completion of the iron addition, the mixture is heated for 16 hours at 60° C. then diluted with ethanol (250 mil... Reactants: O (water), [H-].[Na+] (sodium hydride), C(CC)[C@@H]1CC[C@H](CC1)[C@@H]1CC[C@H](CC1)O (trans-4-(trans-4-propylcyclohexyl)cyclohexanol), COC1=CC=C(CCl)C=C1 (4-methoxybenzyl chloride). Solvent: CN(C=O)C (N,N-dimethylformamide), CN(C=O)C (N,N-dimethylformamide). Product: C(CC)[C@@H]1CC[C@H](CC1)[C@@H]1CC[C@H](CC1)C(C1=CC=C(C=C1)OC)OC(C1=CC=C(C=C1)OC)[C@@H]1CC[C@H](CC1)[C@@H]1CC[C@H](CC1)CCC (trans-4-(trans-4-propylcyclohexyl)cyclohexyl-4-methoxybenzyl ether). Reaction SMILES: [H-].[Na+].[CH2:3]([C@H:6]1[CH2:11][CH2:10][C@H:9]([C@H:12]2[CH2:17][CH2:16][C@H:15](O)[CH2:14][CH2:13]2)[CH2:8][CH2:7]1)[CH2:4][CH3:5].[CH3:19][O:20][C:21]1[CH:28]=[CH:27][C:24]([CH2:25]Cl)=[CH:23][CH:22]=1.[OH2:29]>CN(C)C=O>[CH2:3]([C@H:6]1[CH2:11][CH2:10][C@H:9]([C@H:12]2[CH2:17][CH2:16][C@H:15]([CH:25]([O:29][CH:25]([C@H:15]3[CH2:16][CH2:17][C@H:12]([C@H:9]4[CH2:10][CH2:11][C@H:6]([CH2:3][CH2:4][CH3:5])[CH2:7][CH2:8]4)[CH2:13][CH2:14]3)[C:24]3[CH:27]=[CH:28][C:21]([O:20][CH3:19])=[CH:22][CH:23]=3)[C:24]3[CH:27]=[CH:28][C:21]([O:20][CH3:19])=[CH:22][CH:23]=3)[CH2:14][CH2:13]2)[CH2:8][CH2:7]1)[CH2:4][CH3:5] |f:0.1|. Reported procedure: To 0.6 g of sodium hydride (purity 60%) was added 30 ml of anhydrous N,N-dimethylformamide. While stirring sufficiently, to the solution was added a solution of 3.36 g of trans-4-(trans-4-propylcyclohexyl)cyclohexanol dissolved in 10 ml of anhydrous N,N-dimethylformamide. This mixture was continued to stirring at 50° C. for one hour and then 2.8 g of 4-methoxybenzyl chloride was added thereto, and the mixture was stirred and reacted at the same temperature for 3 hours with stirring. After comple... Reactants: COc1ccc(Oc2c(C)cc(C=O)cc2C)cc1C(C)C, CCOC(C)=O, O=C(OO)c1cccc(Cl)c1, ClCCl, Cl, [Na+], [OH-]. The product is COc1ccc(Oc2c(C)cc(O)cc2C)cc1C(C)C. RXN SMILES: [CH3:1][c:2]1[cH:3][c:4]([CH:5]=[O:6])[cH:7][c:8]([CH3:22])[c:9]1[O:10][c:11]1[cH:12][c:13]([CH:19]([CH3:20])[CH3:21])[c:14]([O:17][CH3:18])[cH:15][cH:16]1.[CH3:40][CH2:41][O:42][C:43](=[O:44])[CH3:45].[Cl:23][c:24]1[cH:25][c:26]([C:31](=[O:28])[O:32][OH:33])[cH:27][cH:29][cH:30]1.[Cl:37][CH2:38][Cl:39].[ClH:36].[Na+:35].[OH-:34]>>[CH3:1][c:2]1[cH:3][c:4]([OH:28])[cH:7][c:8]([CH3:22])[c:9]1[O:10][c:11]1[cH:12][c:13]([CH:19]([CH3:20])[CH3:21])[c:14]([O:17][CH3:18])[cH:15][cH:16]1. The reactants are ClC1=C(C(=O)OC2=CC=C(C=C2)F)C=CC=C1 (4-Fluorophenyl 2-chlorobenzoate), [Cl-].[Al+3].[Cl-].[Cl-] (aluminum chloride), Cl (HCl), C(Cl)(Cl)Cl (chloroform). Conditions: time 1 hour. Yields the product ClC1=C(C(=O)C2=C(C=CC(=C2)F)O)C=CC=C1 (2-Chloro-5'-fluoro-2'-hydroxybenzophenone). Yield: 56.3%. Reaction SMILES: ClC1C=CC=CC=1C([O:6][C:7]1[CH:12]=[CH:11][C:10]([F:13])=[CH:9][CH:8]=1)=O.[Cl-].[Al+3].[Cl-].[Cl-].Cl.[CH:23]([Cl:26])(Cl)Cl>>[Cl:26][C:23]1[CH:12]=[CH:11][CH:10]=[CH:9][C:8]=1[C:7]([C:12]1[CH:11]=[C:10]([F:13])[CH:9]=[CH:8][C:7]=1[OH:6])=[O:6] |f:1.2.3.4|. Procedure: To a stirred solution of 2.5 g of compound A was added in small portions 1.47 g of powdered aluminum chloride at 130° C. and stirring was continued for another 1 hour. After cooling 1N HCl and chloroform was added to the reaction mixture and the organic layer was separated. The aqueous layer was extracted with chloroform. The combined organic layer was dried over magnesium sulfate and distilled to remove the solvent. The crude product thus obtained was crystallized from hexane to obtain 1.41 g o... The reactants are C=C(COCCCCCCCCCCCCCCCC)COCCCCOS(C)(=O)=O, Cc1ncsc1CCO. The product is C=C(COCCCCCCCCCCCCCCCC)COCCCC[n+]1csc(CCO)c1C, CS(=O)(=O)[O-]. RXN SMILES: [CH2:1]([CH2:2][CH2:3][CH2:4][CH2:5][CH2:6][CH2:7][CH2:8][CH2:9][CH2:10][CH2:11][CH2:12][CH2:13][CH2:14][CH2:15][CH3:16])[O:17][CH2:18][C:19]([CH2:20][O:21][CH2:22][CH2:23][CH2:24][CH2:25][O:26][S:27](=[O:28])(=[O:29])[CH3:30])=[CH2:31].[CH3:32][c:33]1[n:34][cH:35][s:36][c:37]1[CH2:38][CH2:39][OH:40]>>[CH2:1]([CH2:2][CH2:3][CH2:4][CH2:5][CH2:6][CH2:7][CH2:8][CH2:9][CH2:10][CH2:11][CH2:12][CH2:13][CH2:14][CH2:15][CH3:16])[O:17][CH2:18][C:19]([CH2:20][O:21][CH2:22][CH2:23][CH2:24][CH2:25][n+:34]1[c:33]([CH3:32])[c:37]([CH2:38][CH2:39][OH:40])[s:36][cH:35]1)=[CH2:31].[O:26]=[S:27](=[O:28])([O-:29])[CH3:30]. The reactants are [Br-], CC#N, CO, CCOC(=O)c1cn(C2CC2)c2c(F)c(N)c(F)cc2c1=O. The product is CCOC(=O)c1cn(C2CC2)c2c(F)c(Br)c(F)cc2c1=O. Reaction SMILES: [Br-:26].[CH3:23][C:24]#[N:25].[CH3:27][OH:28].[NH2:1][c:2]1[c:3]([F:22])[cH:4][c:5]2[c:6](=[O:21])[c:7]([C:16](=[O:17])[O:18][CH2:19][CH3:20])[cH:8][n:9]([CH:13]3[CH2:14][CH2:15]3)[c:10]2[c:11]1[F:12]>>[c:2]1([Br:26])[c:3]([F:22])[cH:4][c:5]2[c:6](=[O:21])[c:7]([C:16](=[O:17])[O:18][CH2:19][CH3:20])[cH:8][n:9]([CH:13]3[CH2:14][CH2:15]3)[c:10]2[c:11]1[F:12]. Yields the product ClC1=C(SC=C1)C1=NC=2C(=NC=C(C2)SC(F)(F)F)N1C (2-(3-chlorothiophen-2-yl)-3-methyl-6-trifluoromethylthio-3H-imidazo[4,5,b]pyridine). Starting materials: CNC1=NC=C(C=C1N)SC(F)(F)F (N2-methyl-5-trifluoromethylthiopyridine-2,3-diamine), ClC1=C(SC=C1)C(=O)O (3-chloro-thiophene-2-carboxylic acid), CCN=C=NCCCN(C)C.Cl (EDCI hydrochloride), C=1C=CC2=C(C1)N=NN2O (HOBt). The solvent is N1=CC=CC=C1 (pyridine), O (Water). Isolated yield 89.3%. RXN SMILES: [CH3:1][NH:2][C:3]1[C:8]([NH2:9])=[CH:7][C:6]([S:10][C:11]([F:14])([F:13])[F:12])=[CH:5][N:4]=1.[Cl:15][C:16]1[CH:20]=[CH:19][S:18][C:17]=1[C:21](O)=O.CCN=C=NCCCN(C)C.Cl.C1C=CC2N(O)N=NC=2C=1>O.N1C=CC=CC=1>[Cl:15][C:16]1[CH:20]=[CH:19][S:18][C:17]=1[C:21]1[N:2]([CH3:1])[C:3]2=[N:4][CH:5]=[C:6]([S:10][C:11]([F:13])([F:12])[F:14])[CH:7]=[C:8]2[N:9]=1 |f:2.3|. Procedure details: A mixture of 0.50 g of N2-methyl-5-trifluoromethylthiopyridine-2,3-diamine, 0.44 g of 3-chloro-thiophene-2-carboxylic acid, 0.51 g of EDCI hydrochloride, 30 mg of HOBt and 5 ml of pyridine was stirred at 90° C. for 10 hours. Water was poured into the cooled reaction mixture, and the deposited precipitate was filtered. The filtrate was applied to a silica gel column chromatography to obtain 0.7 g of 2-(3-chlorothiophen-2-yl)-3-methyl-6-trifluoromethylthio-3H-imidazo[4,5,b]pyridine. Conditions: temperature 90 celsius, time 10 hour. Reactants: Clc1ccc(Br)s1, O=C([O-])[O-], CCO, O=Cc1ccc(B(O)O)s1, [Na+], [Na+], c1ccc(P(c2ccccc2)(c2ccccc2)[Pd](P(c2ccccc2)(c2ccccc2)c2ccccc2)(P(c2ccccc2)(c2ccccc2)c2ccccc2)P(c2ccccc2)(c2ccccc2)c2ccccc2)cc1. Yields the product O=Cc1ccc(-c2ccc(Cl)s2)s1. As a reaction SMILES: [Br:1][c:2]1[s:3][c:4]([Cl:7])[cH:5][cH:6]1.[C:18](=[O:19])([O-:20])[O-:21].[CH3:101][CH2:102][OH:103].[CH:8](=[O:9])[c:10]1[cH:11][cH:12][c:13]([B:15]([OH:16])[OH:17])[s:14]1.[Na+:22].[Na+:23].[cH:24]1[cH:25][cH:26][c:27]([P:28]([Pd:29]([P:30]([c:31]2[cH:32][cH:33][cH:34][cH:35][cH:36]2)([c:37]2[cH:38][cH:39][cH:40][cH:41][cH:42]2)[c:43]2[cH:44][cH:45][cH:46][cH:47][cH:48]2)([P:49]([c:50]2[cH:51][cH:52][cH:53][cH:54][cH:55]2)([c:56]2[cH:57][cH:58][cH:59][cH:60][cH:61]2)[c:62]2[cH:63][cH:64][cH:65][cH:66][cH:67]2)[P:68]([c:69]2[cH:70][cH:71][cH:72][cH:73][cH:74]2)([c:75]2[cH:76][cH:77][cH:78][cH:79][cH:80]2)[c:81]2[cH:82][cH:83][cH:84][cH:85][cH:86]2)([c:87]2[cH:88][cH:89][cH:90][cH:91][cH:92]2)[c:93]2[cH:94][cH:95][cH:96][cH:97][cH:98]2)[cH:99][cH:100]1>>[c:2]1(-[c:13]2[cH:12][cH:11][c:10]([CH:8]=[O:9])[s:14]2)[s:3][c:4]([Cl:7])[cH:5][cH:6]1. The reactants are Cc1ccccc1, CO, CC(C)(C)OC(=O)NCCOCCN=[N+]=[N-]. The product is CC(C)(C)OC(=O)NCCOCCN. Reaction SMILES: [CH3:17][c:18]1[cH:19][cH:20][cH:21][cH:22][cH:23]1.[CH3:24][OH:25].[N:1](=[N+:2]=[N-:3])[CH2:4][CH2:5][O:6][CH2:7][CH2:8][NH:9][C:10]([O:11][C:12]([CH3:13])([CH3:14])[CH3:15])=[O:16]>>[NH2:1][CH2:4][CH2:5][O:6][CH2:7][CH2:8][NH:9][C:10]([O:11][C:12]([CH3:13])([CH3:14])[CH3:15])=[O:16]. The reactants are FC1=C(C=C(C=C1)F)[C@]([C@H](C(=S)N)C)(CN1N=CN=C1)O ((2R,3R)-3-(2,5-Difluoro-phenyl)-3-hydroxy-2-methyl-4-[1,2,4]triazol-1-ylthiobutyramide), BrCC(=O)C1=CC=C(C=C1)C#N (a-bromo-4′-cyano-acetophenone). Solvent: CCO (EtOH). Yields the product FC1=C(C=C(C=C1)F)[C@]([C@@H](C)C=1SC=C(N1)C1=CC=C(C#N)C=C1)(CN1N=CN=C1)O (4-{2-[(1R,2R)-2-(2,5-Difluoro-phenyl)-2-hydroxy-1-methyl-3-[1,2,4]triazol-1-yl-propyl]-thiazol-4-yl }-benzonitrile). The yield is 85.7%. Reaction SMILES: [F:1][C:2]1[CH:7]=[CH:6][C:5]([F:8])=[CH:4][C:3]=1[C@@:9]([OH:21])([CH2:15][N:16]1[CH:20]=[N:19][CH:18]=[N:17]1)[C@@H:10]([CH3:14])[C:11]([NH2:13])=[S:12].Br[CH2:23][C:24]([C:26]1[CH:31]=[CH:30][C:29]([C:32]#[N:33])=[CH:28][CH:27]=1)=O>CCO>[F:1][C:2]1[CH:7]=[CH:6][C:5]([F:8])=[CH:4][C:3]=1[C@@:9]([OH:21])([CH2:15][N:16]1[CH:20]=[N:19][CH:18]=[N:17]1)[C@H:10]([C:11]1[S:12][CH:23]=[C:24]([C:26]2[CH:31]=[CH:30][C:29]([C:32]#[N:33])=[CH:28][CH:27]=2)[N:13]=1)[CH3:14]. Procedure details: A mixture of (2R,3R)-3-(2,5-Difluoro-phenyl)-3-hydroxy-2-methyl-4-[1,2,4]triazol-1-ylthiobutyramide (26.7 g, 85.4 mmol) and a-bromo-4′-cyano-acetophenone (24.0 g, 0.107 mol) in EtOH (500 ml) was refluxed for 1 hr. The reaction mixture was cooled down to r.t. And the solvent was removed under reduced pressure down to 150 ml. The residue was poured into in to cold (0° C.) saturated NaHCO3 aq. (400 ml). The resulting mixture was extracted with EtOAc (300 ml+150 ml×2). The combined organic layer was...